Dataset: the Open Reaction Database (ORD), a public repository of structured organic reaction records. Task: describe an organic reaction: reactants, conditions, products, and yield The reactants are BrC1=NC=C(C2=C1SC(=N2)C2=C(C=CC=C2Cl)Cl)F (4-bromo-2-(2,6-dichlorophenyl)-7-fluorothiazolo[5,4-c]pyridine), CC1=CC(=NC=N1)N (6-methylpyrimidin-4-ylamine), CC1(C2=C(C(=CC=C2)P(C3=CC=CC=C3)C4=CC=CC=C4)OC5=C(C=CC=C51)P(C6=CC=CC=C6)C7=CC=CC=C7)C (XantPhos), C(=O)([O-])[O-].[Cs+].[Cs+] (Cs2CO3). Reagents/catalysts: C=1C=CC(=CC1)/C=C/C(=O)/C=C/C2=CC=CC=C2.C=1C=CC(=CC1)/C=C/C(=O)/C=C/C2=CC=CC=C2.C=1C=CC(=CC1)/C=C/C(=O)/C=C/C2=CC=CC=C2.[Pd].[Pd] (Pd2(dba)3). Run in O1CCOCC1 (dioxane). Reaction conditions: temperature 80 celsius. Product: ClC1=C(C(=CC=C1)Cl)C=1SC=2C(=NC=C(C2N1)F)NC1=NC=NC(=C1)C ([2-(2,6-Dichlorophenyl)-7-fluorothiazolo[5,4-c]pyridin-4-yl]-(6-methylpyrimidin-4-yl)-amine). Yield: 58.3%. RXN SMILES: Br[C:2]1[C:7]2[S:8][C:9]([C:11]3[C:16]([Cl:17])=[CH:15][CH:14]=[CH:13][C:12]=3[Cl:18])=[N:10][C:6]=2[C:5]([F:19])=[CH:4][N:3]=1.[CH3:20][C:21]1[N:26]=[CH:25][N:24]=[C:23]([NH2:27])[CH:22]=1.CC1(C)C2C(=C(P(C3C=CC=CC=3)C3C=CC=CC=3)C=CC=2)OC2C(P(C3C=CC=CC=3)C3C=CC=CC=3)=CC=CC1=2.C([O-])([O-])=O.[Cs+].[Cs+]>O1CCOCC1.C1C=CC(/C=C/C(/C=C/C2C=CC=CC=2)=O)=CC=1.C1C=CC(/C=C/C(/C=C/C2C=CC=CC=2)=O)=CC=1.C1C=CC(/C=C/C(/C=C/C2C=CC=CC=2)=O)=CC=1.[Pd].[Pd]>[Cl:18][C:12]1[CH:13]=[CH:14][CH:15]=[C:16]([Cl:17])[C:11]=1[C:9]1[S:8][C:7]2[C:2]([NH:27][C:23]3[CH:22]=[C:21]([CH3:20])[N:26]=[CH:25][N:24]=3)=[N:3][CH:4]=[C:5]([F:19])[C:6]=2[N:10]=1 |f:3.4.5,7.8.9.10.11|. Reported procedure: A mixture of 4-bromo-2-(2,6-dichlorophenyl)-7-fluorothiazolo[5,4-c]pyridine (0.113 g, 0.30 mmol), 6-methylpyrimidin-4-ylamine (0.036 g, 0.33 mmol), XantPhos (0.018 g, 0.030 mmol) and Cs2CO3 (0.247 g, 0.75 mmol) in dioxane (2.5 mL) was degassed with a stream of argon. Pd2(dba)3 (0.014 g, 0.015 mmol) was added and the reaction mixture was heated in a sealed vial at 80° C. for 3 hours. After cooling to room temperature, the crude reaction mixture was filtered through Celite® washing with EtOAc and ... The reactants are BrC1OC(C2=CC(=CC=C12)OC(F)F)=O (3-bromo-6-difluoromethoxy-3H-isobenzofuran-1-one), C1(=CC=CC=C1)P(C1=CC=CC=C1)C1=CC=CC=C1 (triphenylphosphine). Run in C(C)#N (acetonitrile). Yields the product [Br-].FC(OC=1C=C2C(OC(C2=CC1)[P+](C1=CC=CC=C1)(C1=CC=CC=C1)C1=CC=CC=C1)=O)F ((5-Difluoromethoxy-3-oxo-1,3-dihydro-isobenzofuran-1-yl)-triphenyl-phosphonium bromide). Yield: 94.9%. Reaction SMILES: [Br:1][CH:2]1[C:10]2[C:5](=[CH:6][C:7]([O:11][CH:12]([F:14])[F:13])=[CH:8][CH:9]=2)[C:4](=[O:15])[O:3]1.[C:16]1([P:22]([C:29]2[CH:34]=[CH:33][CH:32]=[CH:31][CH:30]=2)[C:23]2[CH:28]=[CH:27][CH:26]=[CH:25][CH:24]=2)[CH:21]=[CH:20][CH:19]=[CH:18][CH:17]=1>C(#N)C>[Br-:1].[F:13][CH:12]([F:14])[O:11][C:7]1[CH:6]=[C:5]2[C:10](=[CH:9][CH:8]=1)[CH:2]([P+:22]([C:23]1[CH:24]=[CH:25][CH:26]=[CH:27][CH:28]=1)([C:29]1[CH:34]=[CH:33][CH:32]=[CH:31][CH:30]=1)[C:16]1[CH:17]=[CH:18][CH:19]=[CH:20][CH:21]=1)[O:3][C:4]2=[O:15] |f:3.4|. Reported procedure: Under N2, a solution of 3-bromo-6-difluoromethoxy-3H-isobenzofuran-1-one (6.2 g, 22.2 mmoles), prepared as described in example 95, in dry acetonitrile (30 ml) was added with triphenylphosphine (6.4 g, 24.4 mmoles). After 4 hours under reflux the mixture was dried to give a foam which was triturated in ethyl ether overnight, then filtered, washed with ethyl ether and dried to give 11.4 g of the title compound (yield: 95%). Reactants: COC=1C=C2C(=NC=NC2=CC1OC)N1CCC2=CC=C(C=C12)C#C[Si](C)(C)C (6,7-dimethoxy-4-(6-trimethylsilanylethynyl-2,3-dihydro-indol-1-yl)-quinazoline), [F-].C(CCC)[N+](CCCC)(CCCC)CCCC (tetrabutylammonium fluoride). Solvent: CO (MeOH), C1CCOC1 (THF), C1CCOC1 (THF). The product is C(#C)C1=CC=C2CCN(C2=C1)C1=NC=NC2=CC(=C(C=C12)OC)OC (4-(6-Ethynyl-2,3-dihydro-indol-1-yl)-6,7-dimethoxy-quinazoline). As a reaction SMILES: [CH3:1][O:2][C:3]1[CH:4]=[C:5]2[C:10](=[CH:11][C:12]=1[O:13][CH3:14])[N:9]=[CH:8][N:7]=[C:6]2[N:15]1[C:23]2[C:18](=[CH:19][CH:20]=[C:21]([C:24]#[C:25][Si](C)(C)C)[CH:22]=2)[CH2:17][CH2:16]1.[F-].C([N+](CCCC)(CCCC)CCCC)CCC>CO.C1COCC1>[C:24]([C:21]1[CH:22]=[C:23]2[C:18]([CH2:17][CH2:16][N:15]2[C:6]2[C:5]3[C:10](=[CH:11][C:12]([O:13][CH3:14])=[C:3]([O:2][CH3:1])[CH:4]=3)[N:9]=[CH:8][N:7]=2)=[CH:19][CH:20]=1)#[CH:25] |f:1.2|. Reported procedure: To 6,7-dimethoxy-4-(6-trimethylsilanylethynyl-2,3-dihydro-indol-1-yl)-quinazoline (1 eq.; 50 mg; 0.124 mmol) in MeOH (2 mL)/THF (2 mL) was treated with 1M tetrabutylammonium fluoride (2 eq.; 0.248 mL) in THF at 20° C. for 16 hours. Solvents were removed in vacuo and the residue was dissolved in 1:1 EtOAc/Et2O washed with saturated aqueous NaHCO3, dried over Na2SO4(s), filtered and concentrated in vacuo. The product was converted to the HCl salt using a procedure analogous to that described for E...